From a dataset of the Open Reaction Database (ORD), a public repository of structured organic reaction records. describe an organic reaction: reactants, conditions, products, and yield The reactants are CC1=C(C(=S)N)C=CC=C1 (2-Methylthiobenzamide), ClC1=CC=C(C=C1)N=C=O (4-chlorophenylisocyanate). Solvent: C=1(C(=CC=CC1)C)C (xylene). Product: CC1=C(C(=S)NC(=O)NC2=CC=C(C=C2)Cl)C=CC=C1 (1-(2-methylthiobenzoyl)-3-(4-chlorophenyl)urea). As a reaction SMILES: [CH3:1][C:2]1[CH:10]=[CH:9][CH:8]=[CH:7][C:3]=1[C:4]([NH2:6])=[S:5].[Cl:11][C:12]1[CH:17]=[CH:16][C:15]([N:18]=[C:19]=[O:20])=[CH:14][CH:13]=1>C1(C)C(C)=CC=CC=1>[CH3:1][C:2]1[CH:10]=[CH:9][CH:8]=[CH:7][C:3]=1[C:4]([NH:6][C:19]([NH:18][C:15]1[CH:16]=[CH:17][C:12]([Cl:11])=[CH:13][CH:14]=1)=[O:20])=[S:5]. Procedure: 2-Methylthiobenzamide in an amount of 1.67 g is suspended in 25 ml of dry xylene. After addition of 1.54 g of 4-chlorophenylisocyanate, the reaction mixture is refluxed over night. After cooling to room temperature the desired product crystallizes in a yield of 2.8 g, m.p. 211° C. The same result is obtained when 2-methylthiobenzoyl isocyanate is reacted with 4-chloroaniline.